The task is: describe an organic reaction: reactants, conditions, products, and yield. This data is from the Open Reaction Database (ORD), a public repository of structured organic reaction records. Reactants: C1(=CC=CC=C1)C=1C=C(CO)C=CC1 (3-phenylbenzylalcohol), P(Br)(Br)Br (phosphorous tribromide). Solvent: CCCCCC (n-hexane). Reaction conditions: time 3.5 hour. The product is C1(=CC=CC=C1)C=1C=C(CBr)C=CC1 (3-phenylbenzylbromide). Isolated yield 198.5%. RXN SMILES: [C:1]1([C:7]2[CH:8]=[C:9]([CH:12]=[CH:13][CH:14]=2)[CH2:10]O)[CH:6]=[CH:5][CH:4]=[CH:3][CH:2]=1.P(Br)(Br)[Br:16]>CCCCCC>[C:1]1([C:7]2[CH:8]=[C:9]([CH:12]=[CH:13][CH:14]=2)[CH2:10][Br:16])[CH:6]=[CH:5][CH:4]=[CH:3][CH:2]=1. Procedure details: To a solution of 5.57 g (30 mmol) of 3-phenylbenzylalcohol in n-hexane was added dropwise 4.06 g (13.5 mmol) of phosphorous tribromide with ice-cooling. The mixture was removed from an ice bath and stirred at room temperature for 3.5 hours. To the reaction mixture were added ice water and tert-butyl methyl ether and the mixture was stirred for 30 minutes and separated. The organic layer was washed twice with water, dried and concentrated to obtain 6.62 g (26.8 mmol) of 3-phenylbenzylbromide. Yields the product CCOC(=O)c1c(C)c[nH]c1CC(=O)NCCN1CCCCC1. Reactants: CCOC(=O)c1c(C)c[nH]c1CC(=O)O, CCN=C=NCCCN(C)C, CN(C)C=O, ClCCl, Cl, NCCN1CCCCC1, O, On1nnc2ccccc21. RXN SMILES: [CH2:1]([CH3:2])[O:3][C:4](=[O:5])[c:6]1[c:7]([CH2:12][C:13](=[O:14])[OH:15])[nH:8][cH:9][c:10]1[CH3:11].[CH2:26]([N:27]=[C:28]=[N:29][CH2:30][CH2:31][CH2:32][N:33]([CH3:34])[CH3:35])[CH3:36].[CH3:47][N:48]([CH3:49])[CH:50]=[O:51].[Cl:52][CH2:53][Cl:54].[ClH:25].[N:16]1([CH2:22][CH2:23][NH2:24])[CH2:17][CH2:18][CH2:19][CH2:20][CH2:21]1.[OH2:55].[OH:37][n:38]1[c:39]2[cH:40][cH:41][cH:42][cH:43][c:44]2[n:45][n:46]1>>[CH2:1]([CH3:2])[O:3][C:4](=[O:5])[c:6]1[c:7]([CH2:12][C:13](=[O:15])[NH:24][CH2:23][CH2:22][N:16]2[CH2:17][CH2:18][CH2:19][CH2:20][CH2:21]2)[nH:8][cH:9][c:10]1[CH3:11]. Reaction SMILES: [Br:27][c:28]1[cH:29][c:30]([NH:34][c:35]2[n:36][cH:37][n:38][c:39]3[cH:40][cH:41][c:42]([NH2:45])[cH:43][c:44]23)[cH:31][cH:32][cH:33]1.[CH2:16]([CH:17]=[CH2:18])[C:19]([C:20]#[C:21][C:22](=[O:23])[OH:24])([NH2:25])[CH3:26].[CH3:9][N:10]1[CH2:11][CH2:12][O:13][CH2:14][CH2:15]1.[Cl:1][C:2]([O:3][CH2:4][CH:5]([CH3:6])[CH3:7])=[O:8].[O:46]1[CH2:47][CH2:48][CH2:49][CH2:50]1.[cH:51]1[cH:52][cH:53][n:54][cH:55][cH:56]1>>[CH2:16]([CH:17]=[CH2:18])[C:19]([C:20]#[C:21][C:22](=[O:24])[NH:45][c:42]1[cH:41][cH:40][c:39]2[n:38][cH:37][n:36][c:35]([NH:34][c:30]3[cH:29][c:28]([Br:27])[cH:33][cH:32][cH:31]3)[c:44]2[cH:43]1)([NH2:25])[CH3:26]. The product is C=CCC(C)(N)C#CC(=O)Nc1ccc2ncnc(Nc3cccc(Br)c3)c2c1. Reactants: Nc1ccc2ncnc(Nc3cccc(Br)c3)c2c1, C=CCC(C)(N)C#CC(=O)O, CN1CCOCC1, CC(C)COC(=O)Cl, C1CCOC1, c1ccncc1. RXN SMILES: [C:1]([O:6][C:7]1([CH3:20])[CH:14]2[CH2:15][C:10]3([C:17](O)=[O:18])[CH2:11][CH:12]([CH2:16][CH:8]1[CH2:9]3)[CH2:13]2)(=[O:5])[C:2]([CH3:4])=[CH2:3].C(Cl)(=O)C([Cl:24])=O>C1(C)C=CC=CC=1>[C:1]([O:6][C:7]1([CH3:20])[CH:14]2[CH2:15][C:10]3([C:17]([Cl:24])=[O:18])[CH2:11][CH:12]([CH2:16][CH:8]1[CH2:9]3)[CH2:13]2)(=[O:5])[C:2]([CH3:4])=[CH2:3]. Procedure details: In toluene solvent, 4-methacryloyloxy-4-methyladamantanecarboxylic acid was reacted with oxalyl chloride into a corresponding carboxylic acid chloride. To 1.8 g (6 mmol) of 4-methacryloyloxy-4-methyladamantanecarboxylic acid chloride thus obtained, 2.5 g (5 mmol) of triphenylsulfonium 2-hydroxy-1,1,3,3,3-pentafluoropropane-1-sulfonate (which was synthesized with reference to JP-A 2007-145803) and 20 g of methylene chloride were added, followed by ice cooling. To the solution, a solution of 0.7 g... Run in C1(=CC=CC=C1)C (toluene). Product: C(C(=C)C)(=O)OC1(C2CC3(CC(CC1C3)C2)C(=O)Cl)C (4-methacryloyloxy-4-methyladamantanecarboxylic acid chloride). The reactants are C(C(=C)C)(=O)OC1(C2CC3(CC(CC1C3)C2)C(=O)O)C (4-methacryloyloxy-4-methyladamantanecarboxylic acid), C(C(=O)Cl)(=O)Cl (oxalyl chloride), carboxylic acid chloride. The reactants are [Ag+], CC(=O)NC1CCCc2ccccc21, CC(C)(C)O[Cr](=O)(=O)[O-], O=[N+]([O-])[O-], [NH4+], O=[N+]([O-])[O-], O=S(=O)([O-])[O-]. Yields the product CC(=O)NC1CCC(=O)c2ccccc21. RXN SMILES: [Ag+:38].[CH:1]1([NH:11][C:12]([CH3:13])=[O:14])[CH2:2][CH2:3][CH2:4][c:5]2[cH:6][cH:7][cH:8][cH:9][c:10]21.[Cr:20]([O-:21])([O:22][C:23]([CH3:24])([CH3:25])[CH3:26])(=[O:27])=[O:28].[N+:34]([O-:35])([O-:36])=[O:37].[NH4+:15].[O-:16][N+:17](=[O:18])[O-:19].[O-:29][S:30](=[O:31])(=[O:32])[O-:33]>>[CH:1]1([NH:11][C:12]([CH3:13])=[O:14])[CH2:2][CH2:3][C:4](=[O:16])[c:5]2[cH:6][cH:7][cH:8][cH:9][c:10]21. Reactants: ClCC1=CC2=C(OCO2)C=C1C (5-chloromethyl-6-methylbenzo[d][1,3]dioxole), COC1=C(C=C(C=C1C)C)C (1-methoxy-2,4,6-trimethylbenzene). Product: COC=1C(=C(CCl)C(=CC1C)C)C (3-Methoxy-2,4,6-trimethylbenzyl chloride). RXN SMILES: [Cl:1][CH2:2]C1C(C)=CC2OCOC=2C=1.[CH3:13][O:14][C:15]1[C:20]([CH3:21])=[CH:19][C:18]([CH3:22])=[CH:17][C:16]=1[CH3:23]>>[CH3:13][O:14][C:15]1[C:16]([CH3:23])=[C:17]([C:18]([CH3:22])=[CH:19][C:20]=1[CH3:21])[CH2:2][Cl:1]. Procedure: 3-Methoxy-2,4,6-trimethylbenzyl chloride was synthesized in the same fashion as for 5-chloromethyl-6-methylbenzo[d][1,3]dioxole (Example 7) except that 1-methoxy-2,4,6-trimethylbenzene was used instead of 5-methylbenzo[d][1,3]dioxole. Starting materials: COc1cc(CCl)cc(OC)c1Br, CCOC(C)=O, OC1CCC1, [H-], [Na+], CN(C)C=O, O. The product is COc1cc(COC2CCC2)cc(OC)c1Br. RXN SMILES: [Br:13][c:14]1[c:15]([O:24][CH3:25])[cH:16][c:17]([CH2:22][Cl:23])[cH:18][c:19]1[O:20][CH3:21].[CH3:26][CH2:27][O:28][C:29](=[O:30])[CH3:31].[CH:1]1([OH:5])[CH2:2][CH2:3][CH2:4]1.[H-:11].[Na+:12].[O:6]=[CH:7][N:8]([CH3:9])[CH3:10].[OH2:32]>>[CH:1]1([O:5][CH2:22][c:17]2[cH:16][c:15]([O:24][CH3:25])[c:14]([Br:13])[c:19]([O:20][CH3:21])[cH:18]2)[CH2:2][CH2:3][CH2:4]1. Reactants: CCOC(=O)CC1OB(O)c2cc(O)cc(F)c21, C1CCOC1, [Li+], [OH-], O. The product is O=C(O)CC1OB(O)c2cc(O)cc(F)c21. RXN SMILES: [CH2:1]([CH3:2])[O:3][C:4]([CH2:5][CH:6]1[c:7]2[c:8]([cH:12][c:13]([OH:17])[cH:14][c:15]2[F:16])[B:9]([OH:11])[O:10]1)=[O:18].[CH2:21]1[O:22][CH2:23][CH2:24][CH2:25]1.[Li+:19].[OH-:20].[OH2:26]>>[O:3]=[C:4]([CH2:5][CH:6]1[c:7]2[c:8]([cH:12][c:13]([OH:17])[cH:14][c:15]2[F:16])[B:9]([OH:11])[O:10]1)[OH:18]. Starting materials: CCS, CS(C)=O, O=c1[nH]c2cc(Cl)c(F)c([N+](=O)[O-])c2[nH]c1=O, Cl, [Na], O. Yields the product CCSc1c(Cl)cc2[nH]c(=O)c(=O)[nH]c2c1[N+](=O)[O-]. RXN SMILES: [CH2:18]([CH3:19])[SH:20].[CH3:23][S:24]([CH3:25])=[O:26].[Cl:1][c:2]1[c:3]([F:17])[c:4]([N+:14](=[O:15])[O-:16])[c:5]2[nH:6][c:7](=[O:13])[c:8](=[O:12])[nH:9][c:10]2[cH:11]1.[ClH:22].[Na:21].[OH2:27]>>[Cl:1][c:2]1[c:3]([S:20][CH2:18][CH3:19])[c:4]([N+:14](=[O:15])[O-:16])[c:5]2[nH:6][c:7](=[O:13])[c:8](=[O:12])[nH:9][c:10]2[cH:11]1. Starting materials: COC(CC1=C(C=CC=C1)S(=O)(=O)N)=O (2-(aminosulfonyl)benzeneacetic acid methyl ester), C([O-])([O-])=O.[K+].[K+] (potassium carbonate), ClC1=NC(=NC(=C1)Cl)N=C=O (4,6-dichloropyrimidin-2-yl isocyanate). The solvent is C(C)#N (acetonitrile), O (water). Conditions: time 6 hour. Yields the product ClC1=NC(=NC(=C1)Cl)NC(=O)NS(=O)(=O)C1=C(C=CC=C1)CC(=O)OC (methyl 2-[[(4,6-dichloropyrimidin-2-yl)aminocarbonyl]aminosulfonyl]benzeneacetate). Isolated yield 45.3%. As a reaction SMILES: [CH3:1][O:2][C:3](=[O:15])[CH2:4][C:5]1[CH:10]=[CH:9][CH:8]=[CH:7][C:6]=1[S:11]([NH2:14])(=[O:13])=[O:12].C(=O)([O-])[O-].[K+].[K+].[Cl:22][C:23]1[CH:28]=[C:27]([Cl:29])[N:26]=[C:25]([N:30]=[C:31]=[O:32])[N:24]=1>C(#N)C.O>[Cl:29][C:27]1[CH:28]=[C:23]([Cl:22])[N:24]=[C:25]([NH:30][C:31]([NH:14][S:11]([C:6]2[CH:7]=[CH:8][CH:9]=[CH:10][C:5]=2[CH2:4][C:3]([O:2][CH3:1])=[O:15])(=[O:12])=[O:13])=[O:32])[N:26]=1 |f:1.2.3|. Procedure: To 2.3 g of 2-(aminosulfonyl)benzeneacetic acid methyl ester in 30 ml of acetonitrile was added 1.5 g of anhydrous potassium carbonate and 1.6 g of 4,6-dichloropyrimidin-2-yl isocyanate. The mixture was stirred at room temperature for 6 hours, diluted with 250 g of water and acidified to a pH of about 4. The resulting solid was filtered and dried to yield 1.6 g of methyl 2-[[(4,6-dichloropyrimidin-2-yl)aminocarbonyl]aminosulfonyl]benzeneacetate, a pale yellow solid, m.p. 115°-118° C. It showed i...